describe an organic reaction: reactants, conditions, products, and yield From a dataset of the Open Reaction Database (ORD), a public repository of structured organic reaction records. Starting materials: COC(=O)c1sc(-c2ccccc2)cc1NCC1CCCN(C)C1, CC1CCC(C(=O)Cl)CC1, CCOC(C)=O, ClCCCl. Product: COC(=O)c1sc(-c2ccccc2)cc1N(CC1CCCN(C)C1)C(=O)C1CCC(C)CC1. As a reaction SMILES: [CH3:1][O:2][C:3](=[O:4])[c:5]1[s:6][c:7](-[c:19]2[cH:20][cH:21][cH:22][cH:23][cH:24]2)[cH:8][c:9]1[NH:10][CH2:11][CH:12]1[CH2:13][N:14]([CH3:18])[CH2:15][CH2:16][CH2:17]1.[CH3:25][CH:26]1[CH2:27][CH2:28][CH:29]([C:32](=[O:33])[Cl:34])[CH2:30][CH2:31]1.[CH3:39][CH2:40][O:41][C:42]([CH3:43])=[O:44].[Cl:35][CH2:36][CH2:37][Cl:38]>>[CH3:1][O:2][C:3](=[O:4])[c:5]1[s:6][c:7](-[c:19]2[cH:20][cH:21][cH:22][cH:23][cH:24]2)[cH:8][c:9]1[N:10]([CH2:11][CH:12]1[CH2:13][N:14]([CH3:18])[CH2:15][CH2:16][CH2:17]1)[C:32]([CH:29]1[CH2:28][CH2:27][CH:26]([CH3:25])[CH2:31][CH2:30]1)=[O:33]. Reactants: C(C)(C)(C)O[K] (tert-BuOK), CI (methyl iodide), CN(C1(CCC(CC1)C=O)C1=CC=CC=C1)C (4-dimethylamino-4-phenyl-cyclohexane carbaldehyde). The solvent is ClCCl (dichloromethane). Run at time 8 hour. Product: CN(C1(CCC(CC1)(C=O)C)C1=CC=CC=C1)C (4-dimethylamino-1-methyl-4-phenyl-cyclohexane carbaldehyde). Reaction SMILES: [CH3:1][N:2]([CH3:17])[C:3]1([C:11]2[CH:16]=[CH:15][CH:14]=[CH:13][CH:12]=2)[CH2:8][CH2:7][CH:6]([CH:9]=[O:10])[CH2:5][CH2:4]1.[C:18](O[K])(C)(C)C.CI>ClCCl>[CH3:1][N:2]([CH3:17])[C:3]1([C:11]2[CH:16]=[CH:15][CH:14]=[CH:13][CH:12]=2)[CH2:8][CH2:7][C:6]([CH3:18])([CH:9]=[O:10])[CH2:5][CH2:4]1. Procedure details: A solution of the title compound from step 1 (11.6 g, 50.0 mmol) in abs. dichloromethane (200 mL) was mixed with tert-BuOK (6.50 g, 58.0 mmol) and methyl iodide (3.42 mL, 55.0 mmol) at 0° C. in argon. After 30 min the batch was heated to RT and then stirred overnight (solid separated out). The reaction mixture was washed with water and saturated NaCl solution (50 mL), dried over Na2SO4, concentrated to low volume in a vacuum and the remaining residue purified by flash chromatography with ethyl a... Starting materials: O1CCOCC1 (dioxane), CC1=CC=C(C=C1)C=1OC(=C(N1)CCOC1=C2CCC=C(C2=CC=C1)CCC(=O)N)C (3-(5-(2-(2-(4-methylphenyl)-5-methyloxazol-4-yl)ethoxy)-3,4-dihydronaphthalen-1-yl)propanamide), FC(C(=O)O)(F)F (trifluoroacetic acid). Solvent: N1=CC=CC=C1 (pyridine). Conditions: time 1 hour. The product is CC1=CC=C(C=C1)C=1OC(=C(N1)CCOC1=C2CCC=C(C2=CC=C1)CCC#N)C (3-(5-(2-(2-(4-methylphenyl)-5-methyloxazol-4-yl)ethoxy)-3,4-dihydronaphthalen-1-yl)propanenitrile). Reaction SMILES: O1CCOCC1.[CH3:7][C:8]1[CH:13]=[CH:12][C:11]([C:14]2[O:15][C:16]([CH3:37])=[C:17]([CH2:19][CH2:20][O:21][C:22]3[CH:31]=[CH:30][CH:29]=[C:28]4[C:23]=3[CH2:24][CH2:25][CH:26]=[C:27]4[CH2:32][CH2:33][C:34]([NH2:36])=O)[N:18]=2)=[CH:10][CH:9]=1.FC(F)(F)C(O)=O>N1C=CC=CC=1>[CH3:7][C:8]1[CH:9]=[CH:10][C:11]([C:14]2[O:15][C:16]([CH3:37])=[C:17]([CH2:19][CH2:20][O:21][C:22]3[CH:31]=[CH:30][CH:29]=[C:28]4[C:23]=3[CH2:24][CH2:25][CH:26]=[C:27]4[CH2:32][CH2:33][C:34]#[N:36])[N:18]=2)=[CH:12][CH:13]=1. Procedure: To a dioxane (15 ml) solution of the compound prepared in Example 10, pyridine (363 μl) and trifluoroacetic acid (423 μl) were added, followed by stirring at room temperature for 1 hour. The reaction mixture was concentrated, and the residue was diluted with ethyl acetate. The diluted solution was washed with 1 N hydrochloric acid, water and a saturated saline in this order, dried with anhydrous magnesium sulfate, and concentrated. The residue was purified by silica gel column chromatography (he... The reactants are NC1=C(C(=NN1)NC1=CC(=CC=C1)C)C#N (5-amino-4-cyano-3-(3-methyl-phenylamino)-pyrazole), C(C)OC(N(C)C)OCC (N,N-dimethylformamide diethyl acetal). Run in C1(=CC=CC=C1)C (toluene). The product is C(#N)C=1C(=NNC1N=CN(C)C)NC1=CC(=CC=C1)C (4-Cyano-5-(dimethylamino-methyleneamino)-3-(3-methyl-phenylamino)-pyrazole). Reaction SMILES: [NH2:1][C:2]1[NH:6][N:5]=[C:4]([NH:7][C:8]2[CH:13]=[CH:12][CH:11]=[C:10]([CH3:14])[CH:9]=2)[C:3]=1[C:15]#[N:16].C(O[CH:20](OCC)[N:21]([CH3:23])[CH3:22])C>C1(C)C=CC=CC=1>[C:15]([C:3]1[C:4]([NH:7][C:8]2[CH:13]=[CH:12][CH:11]=[C:10]([CH3:14])[CH:9]=2)=[N:5][NH:6][C:2]=1[N:1]=[CH:20][N:21]([CH3:23])[CH3:22])#[N:16]. Procedure: A suspension of 10.71 g (50.22 mmol) of 5-amino-4-cyano-3-(3-methyl-phenylamino)-pyrazole [for preparation see: Arch. Pharm. (Weinheim) 326, 245 (1993)], 9.9 ml (57.8 mmol) of N,N-dimethylformamide diethyl acetal and 150 ml of toluene is heated under reflux for 4 hours. The reaction mixture is then cooled to RT and filtered and the filter residue is washed with toluene and diethyl ether, yielding the title compound; m.p. 260-261° C. Reactants: CN(C=O)C (N,N-dimethylformamide), C(CCC)[Li] (n-butyl lithium), COC(C1=C(C(=CC=C1)C(F)(F)F)OCOC)OC (1-(dimethoxymethyl)-2-(methoxymethoxy)-3-(trifluoromethyl)benzene), CN(CCN(C)C)C (N,N,N′,N′-tetramethylethylenediamine), Cl (hydrochloric acid). The solvent is C(C)OCC (diethyl ether). Run at temperature 0 celsius, time 30 minute. The product is COC(C1=C(C=O)C=CC(=C1OCOC)C(F)(F)F)OC (2-(dimethoxymethyl)-3-(methoxymethoxy)-4-(trifluoromethyl)benzaldehyde). Reaction SMILES: C([Li])CCC.[CH3:6][O:7][CH:8]([O:23][CH3:24])[C:9]1[CH:14]=[CH:13][CH:12]=[C:11]([C:15]([F:18])([F:17])[F:16])[C:10]=1[O:19][CH2:20][O:21][CH3:22].CN(C)CCN(C)C.CN(C)[CH:35]=[O:36].Cl>C(OCC)C>[CH3:6][O:7][CH:8]([O:23][CH3:24])[C:9]1[C:10]([O:19][CH2:20][O:21][CH3:22])=[C:11]([C:15]([F:17])([F:18])[F:16])[CH:12]=[CH:13][C:14]=1[CH:35]=[O:36]. Procedure: A n-butyl lithium-1.59M n-hexane solution (196 ml, 312 mmol) was added dropwise to a solution of 1-(dimethoxymethyl)-2-(methoxymethoxy)-3-(trifluoromethyl)benzene (39.3 g, 140 mmol) obtained in Example (6-4) and N,N,N′,N′-tetramethylethylenediamine (46.9 ml, 311 mmol) in diethyl ether (410 ml) at −25° C. over 20 minutes. After the reaction mixture was stirred at 0° C. for 30 minutes, it was further stirred at room temperature for 1.5 hours. After the reaction mixture was cooled to −30° C. and N,... Reactants: COc1ccc([N+](=O)[O-])c(Cl)n1, C1COCCO1, O, OCCNCCO. Yields the product COc1ccc([N+](=O)[O-])c(N(CCO)CCO)n1. As a reaction SMILES: [Cl:1][c:2]1[n:3][c:4]([O:11][CH3:12])[cH:5][cH:6][c:7]1[N+:8](=[O:9])[O-:10].[O:13]1[CH2:14][CH2:15][O:16][CH2:17][CH2:18]1.[OH2:26].[OH:19][CH2:20][CH2:21][NH:22][CH2:23][CH2:24][OH:25]>>[c:2]1([N:22]([CH2:21][CH2:20][OH:19])[CH2:23][CH2:24][OH:25])[n:3][c:4]([O:11][CH3:12])[cH:5][cH:6][c:7]1[N+:8](=[O:9])[O-:10]. Reactants: C(C)N(C(OCC1=CC=CC=C1)=O)C1CCC2(OCCO2)CC1 (Benzyl ethyl(1,4-dioxaspiro[4.5]decan-8-yl)carbamate), Cl (HCl). The solvent is C(C)#N (acetonitrile). Run at time 18 hour. Yields the product C(C)N(C(OCC1=CC=CC=C1)=O)C1CCC(CC1)=O (Benzyl ethyl(4-oxocyclohexyl)carbamate). Reaction SMILES: [CH2:1]([N:3]([CH:14]1[CH2:23][CH2:22][C:17]2(OCC[O:18]2)[CH2:16][CH2:15]1)[C:4](=[O:13])[O:5][CH2:6][C:7]1[CH:12]=[CH:11][CH:10]=[CH:9][CH:8]=1)[CH3:2].Cl>C(#N)C>[CH2:1]([N:3]([CH:14]1[CH2:23][CH2:22][C:17](=[O:18])[CH2:16][CH2:15]1)[C:4](=[O:13])[O:5][CH2:6][C:7]1[CH:12]=[CH:11][CH:10]=[CH:9][CH:8]=1)[CH3:2]. Reported procedure: Benzyl ethyl(1,4-dioxaspiro[4.5]decan-8-yl)carbamate (350 mg, 1.1 mmol) was dissolved in acetonitrile, treated with 6N HCl, and stirred at room temperature for 18 h. reaction mixture was concentrated in vacuo, treated with saturated NaHCO3 to pH 6. The solvents were removed under vacuum and the residue treated with saturated NaCl (2 mL) and extracted with 4:1 EtOAc/iPrOH (×4). The organic fractions were combined, filtered and evaporated to give the title compound. The reactants are [BH4-].[Na+] (NaBH4), [N+](=O)([O-])C=CC=1SC=CC1 (2-(2-nitrovinyl)thiophene), C(C)(=O)O (acetic acid). The solvent is C(Cl)(Cl)Cl (chloroform), C(C)(C)O (isopropanol). Conditions: time 1 hour. Yields the product [N+](=O)([O-])CCC=1SC=CC1 (2-(2-Nitroethyl)thiophene). Reaction SMILES: [BH4-].[Na+].[N+:3]([CH:6]=[CH:7][C:8]1[S:9][CH:10]=[CH:11][CH:12]=1)([O-:5])=[O:4].C(O)(=O)C>C(Cl)(Cl)Cl.C(O)(C)C>[N+:3]([CH2:6][CH2:7][C:8]1[S:9][CH:10]=[CH:11][CH:12]=1)([O-:5])=[O:4] |f:0.1|. Reported procedure: 15.7 g of silica 60 (230-400 mesh) and then 2.95 g of NaBH4 are added to a solution of 32.2 mmol of 2-(2-nitrovinyl)thiophene in 210 ml of chloroform and 70 ml of isopropanol. After stirring the mixture for one hour at ambient temperature, 5 ml of acetic acid are added dropwise and then, after 15 minutes, the resulting suspension is filtered and subsequently rinsed with dichloromethane. Concentration of the filtrate under reduced pressure enables the expected product to be isolated.